From a dataset of the Open Reaction Database (ORD), a public repository of structured organic reaction records. describe an organic reaction: reactants, conditions, products, and yield Starting materials: CO, COC(=O)c1ccc(N2CCCC2=O)cc1, Cl, [Na+], [OH-], O. Yields the product O=C(O)c1ccc(N2CCCC2=O)cc1. RXN SMILES: [CH3:20][OH:21].[CH3:3][O:4][C:5]([c:6]1[cH:7][cH:8][c:9]([N:12]2[C:13](=[O:17])[CH2:14][CH2:15][CH2:16]2)[cH:10][cH:11]1)=[O:18].[ClH:19].[Na+:2].[OH-:1].[OH2:22]>>[O:4]=[C:5]([c:6]1[cH:7][cH:8][c:9]([N:12]2[C:13](=[O:17])[CH2:14][CH2:15][CH2:16]2)[cH:10][cH:11]1)[OH:18]. Starting materials: Cl (hydrochloric acid), aqueous solution, [OH-].[Na+] (sodium hydroxide), C[C@H]1[C@@H](CC(C1)=O)C(=O)OC (Methyl trans-2-methyl-4-oxocyclopentanecarboxylate). The solvent is CO (methanol). Conditions: time 1 hour. Product: C[C@H]1[C@@H](CC(C1)=O)C(=O)O (trans-2-Methyl-4-oxocyclopentanecarboxylic acid). The yield is 48.6%. RXN SMILES: [CH3:1][C@@H:2]1[CH2:6][C:5](=[O:7])[CH2:4][C@H:3]1[C:8]([O:10]C)=[O:9].[OH-].[Na+].Cl>CO>[CH3:1][C@@H:2]1[CH2:6][C:5](=[O:7])[CH2:4][C@H:3]1[C:8]([OH:10])=[O:9] |f:1.2|. Procedure: Methyl trans-2-methyl-4-oxocyclopentanecarboxylate [K. Kojima et at., Chem. Pharm. Bull., 33, 2750 (1985)] (495 mg) was dissolved in methanol (3 ml), and a 1N aqueous solution of sodium hydroxide (3.5 ml) was added to the solution at 0° C. After the mixture was stirred at room temperature for 1 hour, it was acidified with dilute hydrochloric acid, followed by extraction with ether. The extract was concentrated to dryness and the residue was subjected to silica gel column chromatography with ethy... The reactants are resultant mixture, Cl[Si](C1=CC=CC=C1)(Cl)Cl (trichlorophenylsilane), BrC1=CC(=CC(=C1)C(C)(C)C)C(C)(C)C (1-bromo-3,5-di-tert-butylbenzene), C(CCC)[Li] (n-butyllithium). The solvent is C(C)OCC (diethyl ether), CCCCCC (hexane), C(C)OCC (diethyl ether). Conditions: time 3 hour. The product is Cl[Si](C1=CC=CC=C1)(C1=CC(=CC(=C1)C(C)(C)C)C(C)(C)C)Cl (dichloro(3,5-di-tert-butylphenyl)(phenyl)silane). Yield: 81.8%. As a reaction SMILES: Br[C:2]1[CH:7]=[C:6]([C:8]([CH3:11])([CH3:10])[CH3:9])[CH:5]=[C:4]([C:12]([CH3:15])([CH3:14])[CH3:13])[CH:3]=1.C([Li])CCC.[Cl:21][Si:22](Cl)([Cl:29])[C:23]1[CH:28]=[CH:27][CH:26]=[CH:25][CH:24]=1>C(OCC)C.CCCCCC>[Cl:21][Si:22]([Cl:29])([C:2]1[CH:7]=[C:6]([C:8]([CH3:11])([CH3:10])[CH3:9])[CH:5]=[C:4]([C:12]([CH3:15])([CH3:14])[CH3:13])[CH:3]=1)[C:23]1[CH:28]=[CH:27][CH:26]=[CH:25][CH:24]=1. Procedure: Under a nitrogen atmosphere, to a diethyl ether solution (106 mL) of 1-bromo-3,5-di-tert-butylbenzene (10.60 g, 39.37 mmol), a 1.65 M hexane solution of n-butyllithium (23.86 mL, 39.37 mmol) was added dropwise at −78° C. After the mixture was gradually warmed to room temperature, stirring was performed at room temperature for 3 hours. The resultant mixture was added dropwise to a diethyl ether solution (106 mL) of trichlorophenylsilane (24.99 g, 118.12 mmol) at −78° C. After the mixture was grad... Reactants: FC1=C(C=C(C=C1)/C=C/C(=O)OCC)NC(=O)C1=CC(=CC2=CC=CC=C12)C1=CC(=CC=C1)F (Ethyl(2E)-3-[4-fluoro-3-({[3-(3-fluorophenyl)naphthalen-1-yl]carbonyl}amino)phenyl]prop-2-enoate), p-tolylsulfonyl hydrazide, CC(=O)[O-].[Na+] (NaOAc). Yields the product FC1=C(C=C(C=C1)CCC(=O)OCC)NC(=O)C1=CC(=CC2=CC=CC=C12)C1=CC(=CC=C1)F (Ethyl 3-[4-fluoro-3-({[3-(3-fluorophenyl)naphthalen-1-yl]carbonyl}amino)phenyl]propanoate). Yield: 80.0%. As a reaction SMILES: [F:1][C:2]1[CH:7]=[CH:6][C:5](/[CH:8]=[CH:9]/[C:10]([O:12][CH2:13][CH3:14])=[O:11])=[CH:4][C:3]=1[NH:15][C:16]([C:18]1[C:27]2[C:22](=[CH:23][CH:24]=[CH:25][CH:26]=2)[CH:21]=[C:20]([C:28]2[CH:33]=[CH:32][CH:31]=[C:30]([F:34])[CH:29]=2)[CH:19]=1)=[O:17].CC([O-])=O.[Na+]>>[F:1][C:2]1[CH:7]=[CH:6][C:5]([CH2:8][CH2:9][C:10]([O:12][CH2:13][CH3:14])=[O:11])=[CH:4][C:3]=1[NH:15][C:16]([C:18]1[C:27]2[C:22](=[CH:23][CH:24]=[CH:25][CH:26]=2)[CH:21]=[C:20]([C:28]2[CH:33]=[CH:32][CH:31]=[C:30]([F:34])[CH:29]=2)[CH:19]=1)=[O:17] |f:1.2|. Procedure details: Compound 19 was synthesized from 16b (4.37 mmol), p-tolylsulfonyl hydrazide (13.1 mmol) and NaOAc (39.3 mmol) using the procedure according to Method F described above. Reactants: C(C)OC(=O)CN(S(=O)(=O)C=1C2=C(SC1C(=O)OC)C=C(C=C2)C)C (methyl 3-{[(ethoxy-carbonyl-methyl)methylamino]sulfonyl}-6-methyl-benzo[b]thiophene-2-carboxylate), C[O-].[Na+] (sodium methylate). The solvent is CO (methanol). The product is CN1S(C2=C(C(=C1C(=O)OC)O)SC1=C2C=CC(=C1)C)(=O)=O (Methyl 2,7-dimethyl-4-hydroxy-2H-[1] benzothieno [2,3-e]-1,2-thiazine-3-carboxylate-1,1-dioxide). The yield is 51.0%. As a reaction SMILES: [CH2:1]([O:3][C:4]([CH2:6][N:7]([CH3:25])[S:8]([C:11]1[C:12]2[CH:23]=[CH:22][C:21]([CH3:24])=[CH:20][C:13]=2[S:14][C:15]=1[C:16]([O:18]C)=O)(=[O:10])=[O:9])=[O:5])C.C[O-].[Na+]>CO>[CH3:25][N:7]1[C:6]([C:4]([O:3][CH3:1])=[O:5])=[C:16]([OH:18])[C:15]2[S:14][C:13]3[CH:20]=[C:21]([CH3:24])[CH:22]=[CH:23][C:12]=3[C:11]=2[S:8]1(=[O:10])=[O:9] |f:1.2|. Procedure: Prepared analogous to Example 1(e) from methyl 3-{[(ethoxy-carbonyl-methyl)methylamino]sulfonyl}-6-methyl-benzo[b]thiophene-2-carboxylate by reaction with sodium methylate in anhydrous methanol with a yield of 51% of theory. Starting materials: CCOC(C)=O, CNc1c([N+](=O)[O-])ccc(SC2CCN(C)CC2)c1Cl. The product is CNc1c(N)ccc(SC2CCN(C)CC2)c1Cl. Reaction SMILES: [CH3:21][CH2:22][O:23][C:24](=[O:25])[CH3:26].[Cl:1][c:2]1[c:3]([NH:19][CH3:20])[c:4]([N+:16]([O-:17])=[O:18])[cH:5][cH:6][c:7]1[S:8][CH:9]1[CH2:10][CH2:11][N:12]([CH3:15])[CH2:13][CH2:14]1>>[Cl:1][c:2]1[c:3]([NH:19][CH3:20])[c:4]([NH2:16])[cH:5][cH:6][c:7]1[S:8][CH:9]1[CH2:10][CH2:11][N:12]([CH3:15])[CH2:13][CH2:14]1. The product is O=C1NC2=C(CCN1C1CCN(CC1)C(=O)O[C@@H](C(=O)N1CCC(CC1)N1[C@@H](CCC1)C(=O)OCCN1CCOCC1)CC1=CC(=C(C(=C1)C(F)(F)F)N)Cl)C=CC=C2 ((R)-1-(4-amino-3-chloro-5-trifluoromethyl-benzyl)-2-{4-[(S)-2-(2-morpholin-4-yl-ethoxycarbonyl)-pyrrolidin-1-yl]-piperidin-1-yl}-2-oxo-ethyl 4-(2-oxo-1,2,4,5-tetrahydro-1,3-benzodiazepin-3-yl)-piperidine-1-carboxylate). Procedure details: Prepared analogously to Example 9.2 from 70 mg (0.10 mmol) (R)-1-(4-amino-3-chloro-5-trifluoromethyl-benzyl)-2-[4-((S)-2-carboxy-pyrrolidin-1-yl)-piperidin-1-yl]-2-oxo-ethyl 4-(2-oxo-1,2,4,5-tetrahydro-1,3-benzodiazepin-3-yl)-piperidine-1-carboxylate and 13.2 mg (0.11 mmol) 2-morpholin-4-yl-ethanol. RXN SMILES: [O:1]=[C:2]1[N:8]([CH:9]2[CH2:14][CH2:13][N:12]([C:15]([O:17][C@H:18]([CH2:35][C:36]3[CH:41]=[C:40]([C:42]([F:45])([F:44])[F:43])[C:39]([NH2:46])=[C:38]([Cl:47])[CH:37]=3)[C:19]([N:21]3[CH2:26][CH2:25][CH:24]([N:27]4[CH2:31][CH2:30][CH2:29][C@H:28]4[C:32]([OH:34])=[O:33])[CH2:23][CH2:22]3)=[O:20])=[O:16])[CH2:11][CH2:10]2)[CH2:7][CH2:6][C:5]2[CH:48]=[CH:49][CH:50]=[CH:51][C:4]=2[NH:3]1.[N:52]1([CH2:58][CH2:59]O)[CH2:57][CH2:56][O:55][CH2:54][CH2:53]1>>[O:1]=[C:2]1[N:8]([CH:9]2[CH2:14][CH2:13][N:12]([C:15]([O:17][C@H:18]([CH2:35][C:36]3[CH:41]=[C:40]([C:42]([F:43])([F:45])[F:44])[C:39]([NH2:46])=[C:38]([Cl:47])[CH:37]=3)[C:19]([N:21]3[CH2:22][CH2:23][CH:24]([N:27]4[CH2:31][CH2:30][CH2:29][C@H:28]4[C:32]([O:34][CH2:59][CH2:58][N:52]4[CH2:57][CH2:56][O:55][CH2:54][CH2:53]4)=[O:33])[CH2:25][CH2:26]3)=[O:20])=[O:16])[CH2:11][CH2:10]2)[CH2:7][CH2:6][C:5]2[CH:48]=[CH:49][CH:50]=[CH:51][C:4]=2[NH:3]1. Starting materials: O=C1NC2=C(CCN1C1CCN(CC1)C(=O)O[C@@H](C(=O)N1CCC(CC1)N1[C@@H](CCC1)C(=O)O)CC1=CC(=C(C(=C1)C(F)(F)F)N)Cl)C=CC=C2 ((R)-1-(4-amino-3-chloro-5-trifluoromethyl-benzyl)-2-[4-((S)-2-carboxy-pyrrolidin-1-yl)-piperidin-1-yl]-2-oxo-ethyl 4-(2-oxo-1,2,4,5-tetrahydro-1,3-benzodiazepin-3-yl)-piperidine-1-carboxylate), N1(CCOCC1)CCO (2-morpholin-4-yl-ethanol).